The task is: describe an organic reaction: reactants, conditions, products, and yield. This data is from the Open Reaction Database (ORD), a public repository of structured organic reaction records. Starting materials: CC1=CC=C(C=C1)S(=O)(=O)OCCOC1CCN(CC1)C(=O)OCC1=CC=CC=C1 (benzyl 4-(2-{[(4-methylphenyl)sulfony]oxy}ethoxy)piperidine-1-carboxylate), Example 1 ( 1c ), O1C[C@@H](CC1)O ((3R)-tetrahydrofuran-3-ol). Yields the product O1C[C@@H](CC1)OCCOC1CCNCC1 (4-{2-[(3R)-Tetrahydrofuran-3-yloxy]ethoxy}piperidine). The yield is 78.5%. Reaction SMILES: CC1C=CC(S([O:11][CH2:12][CH2:13][O:14][CH:15]2[CH2:20][CH2:19][N:18](C(OCC3C=CC=CC=3)=O)[CH2:17][CH2:16]2)(=O)=O)=CC=1.[O:31]1[CH2:35][CH2:34][C@@H:33](O)[CH2:32]1>>[O:31]1[CH2:35][CH2:34][C@@H:33]([O:11][CH2:12][CH2:13][O:14][CH:15]2[CH2:16][CH2:17][NH:18][CH2:19][CH2:20]2)[CH2:32]1. Procedure: Using benzyl 4-(2-{[(4-methylphenyl)sulfony]oxy}ethoxy)piperidine-1-carboxylate (4.00 g, 9.23 mmol) produced in Reference Example 1 (1c) and (3R)-tetrahydrofuran-3-ol (1.05 g, 12.0 mmol), the desired title compound (1.56 g, yield 79%) was obtained by the same method as in Reference Examples 1 (1d) and 1 (1e). Starting materials: CC1(OCCO1)C1=CC=C(C=C1)Br (2-methyl-2-(p-bromophenyl)-1,3-dioxolane), CC(C=O)(C)C (2,2-dimethylpropanal), [Mg] (magnesium), O1COCC1 (dioxolane). The solvent is O1CCCC1 (tetrahydrofuran), O1CCCC1 (Tetrahydrofuran). Run at time 8 hour. The product is CC1(OCCO1)C1=CC=C(C=C1)C(C(C)(C)C)O (2-methyl- 2-(4-[1-hydroxy-2,2-dimethylpropyl]-phenyl)-1,3-dioxolane). RXN SMILES: [CH3:1][C:2]1([C:7]2[CH:12]=[CH:11][C:10](Br)=[CH:9][CH:8]=2)[O:6][CH2:5][CH2:4][O:3]1.[Mg].O1CCOC1.[CH3:20][C:21]([CH3:25])([CH3:24])[CH:22]=[O:23]>O1CCCC1>[CH3:1][C:2]1([C:7]2[CH:12]=[CH:11][C:10]([CH:22]([OH:23])[C:21]([CH3:25])([CH3:24])[CH3:20])=[CH:9][CH:8]=2)[O:6][CH2:5][CH2:4][O:3]1. Reported procedure: In 250 milliliters of tetrahydrofuran, 118 grams of the above dioxolane is dissolved. One quarter of this solution is then added to 12 grams of magnesium previously washed with chloroform, and refluxed with tetrahydrofuran for 20 minutes; and this mixture is refluxed 4 hours to initiate reaction. Additional dioxolane solution is thereafter added to maintain the refluxing without further heating. After the addition has been completed, 35 grams of 2,2-dimethylpropanal is added and the mixture is r... The reactants are CC(C)([O-])C.[K+] (potassium tert-butoxide), CC(C)([O-])C.[K+] (potassium tert-butoxide), BrCC=1C=C(C=C(C1)C(F)(F)F)C1=CC=C(C=C1)C#N (3′-(bromomethyl)-5′-(trifluoromethyl)biphenyl-4-carbonitrile), OCC1(CCN(CC1)C(=O)OC(C)(C)C)C1=CC=NC=C1 (tert-butyl 4-(hydroxymethyl)-4-(pyridin-4-yl)piperidine-1-carboxylate). Solvent: O1CCCC1 (tetrahydrofuran), C([O-])(O)=O.[Na+] (sodium bicarbonate). Run at temperature 0 celsius, time 20 minute. Yields the product C(#N)C1=CC=C(C=C1)C1=CC(=CC(=C1)C(F)(F)F)COCC1(CCN(CC1)C(=O)OC(C)(C)C)C1=CC=NC=C1 (tert-Butyl 4-(((4′-cyano-5-(trifluoromethyl)biphenyl-3-yl)methoxy)methyl)-4-(pyridin-4-yl)piperidine-1-carboxylate). RXN SMILES: Br[CH2:2][C:3]1[CH:4]=[C:5]([C:13]2[CH:18]=[CH:17][C:16]([C:19]#[N:20])=[CH:15][CH:14]=2)[CH:6]=[C:7]([C:9]([F:12])([F:11])[F:10])[CH:8]=1.[OH:21][CH2:22][C:23]1([C:36]2[CH:41]=[CH:40][N:39]=[CH:38][CH:37]=2)[CH2:28][CH2:27][N:26]([C:29]([O:31][C:32]([CH3:35])([CH3:34])[CH3:33])=[O:30])[CH2:25][CH2:24]1.CC(C)([O-])C.[K+]>O1CCCC1.C(=O)(O)[O-].[Na+]>[C:19]([C:16]1[CH:17]=[CH:18][C:13]([C:5]2[CH:6]=[C:7]([C:9]([F:12])([F:11])[F:10])[CH:8]=[C:3]([CH2:2][O:21][CH2:22][C:23]3([C:36]4[CH:37]=[CH:38][N:39]=[CH:40][CH:41]=4)[CH2:24][CH2:25][N:26]([C:29]([O:31][C:32]([CH3:34])([CH3:35])[CH3:33])=[O:30])[CH2:27][CH2:28]3)[CH:4]=2)=[CH:14][CH:15]=1)#[N:20] |f:2.3,5.6|. Procedure: A flask was charged with 3′-(bromomethyl)-5′-(trifluoromethyl)biphenyl-4-carbonitrile (157 mg, 0.462 mmol) and tert-butyl 4-(hydroxymethyl)-4-(pyridin-4-yl)piperidine-1-carboxylate (90 mg, 0.308 mmol) in tetrahydrofuran (10 mL) at 0° C. The reaction was treated with potassium tert-butoxide (34.6 mg, 0.308 mmol), stirred at 0° C. for 20 min, and treated with another aliquot of potassium tert-butoxide (34.6 mg, 0.308 mmol). The reaction was allowed to warm to room temperature for 30 min, then dilu... The reactants are CCCCCC, CC(=O)Cl, C[Al+]C, [Cl-], [Cl-], ClCCl, O=[N+]([O-])c1cccc2cc[nH]c12, [NH4+]. Yields the product CC(=O)c1c[nH]c2c([N+](=O)[O-])cccc12. RXN SMILES: [CH3:1][CH2:2][CH2:3][CH2:4][CH2:5][CH3:6].[CH3:23][C:24]([Cl:25])=[O:26].[CH3:8][Al+:9][CH3:10].[Cl-:27].[Cl-:7].[Cl:29][CH2:30][Cl:31].[N+:11](=[O:12])([O-:13])[c:14]1[cH:15][cH:16][cH:17][c:18]2[cH:19][cH:20][nH:21][c:22]12.[NH4+:28]>>[N+:11](=[O:12])([O-:13])[c:14]1[cH:15][cH:16][cH:17][c:18]2[c:19]([C:24]([CH3:23])=[O:26])[cH:20][nH:21][c:22]12.